From a dataset of the Open Reaction Database (ORD), a public repository of structured organic reaction records. describe an organic reaction: reactants, conditions, products, and yield Reactants: BrC#N (BrCN), NC=1C=C(C#N)C=CC1N (3,4-diaminobenzonitrile), [OH-].[Na+] (NaOH). Solvent: CO (CH3OH). Run at temperature 20 celsius, time 14 hour. Product: NC1=NC2=C(N1)C=C(C=C2)C#N (2-amino-1H-benzimidazole-6-carbonitrile). The yield is 65.5%. Reaction SMILES: [NH2:1][C:2]1[CH:3]=[C:4]([CH:7]=[CH:8][C:9]=1[NH2:10])[C:5]#[N:6].Br[C:12]#[N:13].[OH-].[Na+]>CO>[NH2:13][C:12]1[NH:1][C:2]2[CH:3]=[C:4]([C:5]#[N:6])[CH:7]=[CH:8][C:9]=2[N:10]=1 |f:2.3|. Reported procedure: To a suspension of 3,4-diaminobenzonitrile (400 mg) in CH3OH (4 ml) was added BrCN (477 mg), followed by stirring at 20° C. for 14 hours. To the reaction mixture was added a 1M aqueous NaOH solution (0.117 ml), followed by concentration. To the residue was added chloroform:CH3OH=10:1 (10 ml), and the resulting insolubles were removed by filtration. The filtrate was concentrated, and the obtained residue was purified by silica gel column chromatography to obtain 2-amino-1H-benzimidazole-6-carboni... The reactants are C=CCOC1CN(C(=O)OCC)CCC1NC(=O)OC(C)(C)C, O=C([O-])O, ClCCl, [Na+], O=C(O)C(F)(F)F. Product: C=CCOC1CN(C(=O)OCC)CCC1N. Reaction SMILES: [C:1]([O:2][C:3](=[O:4])[NH:8][CH:9]1[CH:10]([O:20][CH2:21][CH:22]=[CH2:23])[CH2:11][N:12]([C:15](=[O:16])[O:17][CH2:18][CH3:19])[CH2:13][CH2:14]1)([CH3:5])([CH3:6])[CH3:7].[C:31](=[O:32])([OH:33])[O-:34].[Cl:36][CH2:37][Cl:38].[Na+:35].[OH:24][C:25]([C:26]([F:27])([F:28])[F:29])=[O:30]>>[NH2:8][CH:9]1[CH:10]([O:20][CH2:21][CH:22]=[CH2:23])[CH2:11][N:12]([C:15](=[O:16])[O:17][CH2:18][CH3:19])[CH2:13][CH2:14]1. Reactants: O1C(NC(C1)=O)=O (1,3-oxazolidine-2,4-dione), solution, N(=NC(=O)OCC)C(=O)OCC (diethyl azodicarboxylate), ClC1=CC=C(C=C1)C1=CC(=NC=N1)CCCO (3-[6-(4-chlorophenyl)pyrimidin-4-yl]propan-1-ol), C1(=CC=CC=C1)P(C1=CC=CC=C1)C1=CC=CC=C1 (triphenylphosphine). Run in C(C)(=O)OCC (ethyl acetate), O (water), O1CCCC1 (tetrahydrofuran), C1(=CC=CC=C1)C (toluene). Conditions: time 8 hour. The product is ClC1=CC=C(C=C1)C1=CC(=NC=N1)CCCN1C(OCC1=O)=O (3-{3-[6-(4-chlorophenyl)pyrimidin-4-yl]propyl}-1,3-oxazolidine-2,4-dione). Isolated yield 79.5%. RXN SMILES: N(C(OCC)=O)=NC(OCC)=O.[Cl:13][C:14]1[CH:19]=[CH:18][C:17]([C:20]2[N:25]=[CH:24][N:23]=[C:22]([CH2:26][CH2:27][CH2:28]O)[CH:21]=2)=[CH:16][CH:15]=1.[O:30]1[CH2:34][C:33](=[O:35])[NH:32][C:31]1=[O:36].C1(P(C2C=CC=CC=2)C2C=CC=CC=2)C=CC=CC=1>C1(C)C=CC=CC=1.O1CCCC1.C(OCC)(=O)C.O>[Cl:13][C:14]1[CH:15]=[CH:16][C:17]([C:20]2[N:25]=[CH:24][N:23]=[C:22]([CH2:26][CH2:27][CH2:28][N:32]3[C:33](=[O:35])[CH2:34][O:30][C:31]3=[O:36])[CH:21]=2)=[CH:18][CH:19]=1. Reported procedure: 0.4 ml of a 40% solution of diethyl azodicarboxylate (0.9 mmol) in toluene is added to a solution, cooled with an ice bath, of 0.111 g (0.44 mmol) of 3-[6-(4-chlorophenyl)pyrimidin-4-yl]propan-1-ol, prepared in stage 5.4., of 0.077 g (0.76 mmol) of 1,3-oxazolidine-2,4-dione and of 0.235 g (0.89 mmol) of triphenylphosphine in 4 ml of tetrahydrofuran. The mixture is subsequently stirred at ambient temperature overnight. It is taken up in a mixture of ethyl acetate and of water. The organic phase i... Reactants: CC(C#CC(C(=O)OCC)=O)(C)OC1OCCCC1 (ethyl 5-methyl-2-oxo-5-(tetrahydro-2H-pyran-2-yloxy)hex-3-ynoate), C1(=CC=CC=C1)C1SC(SC1)=S (4-phenyl-1,3-dithiolane-thione), C(Cl)Cl (CH2Cl2). Run in C=1(C(=CC=CC1)C)C (xylene). Run at temperature 130 celsius. The product is CC1(OC(C(C2=C1SC(S2)=S)=O)=O)C (4,4-dimethyl-2-thioxo-4H-[1,3]dithiolo[4,5-c]pyran-6,7-dione). RXN SMILES: CC(OC1CCCCO1)(C)C#C[C:5](=[O:11])[C:6]([O:8]CC)=[O:7].[C:20]1([CH:26]2[CH2:30][S:29][C:28](=[S:31])[S:27]2)[CH:25]=CC=C[CH:21]=1.C(Cl)Cl>C1(C)C(C)=CC=CC=1>[CH3:25][C:20]1([CH3:21])[C:26]2[S:27][C:28](=[S:31])[S:29][C:30]=2[C:5](=[O:11])[C:6](=[O:7])[O:8]1. Procedure: Ethyl 5-methyl-2-oxo-5-(tetrahydro-2H-pyran-2-yloxy)hex-3-ynoate (2) (1.0 g, 3.7 mmol) and 4-phenyl-1,3-dithiolane-thione (2.0 g, 9.3 mmol) were dissolved in xylene (15 mL). The deep yellow solution was heated to 130° C. for ca. 4 h under Ar (the reaction was followed by TLC, eluent: CH2Cl2). The solvent was removed under reduced pressure and purification of the residue by chromatography (silica gel, CH2Cl2) provided 4,4-dimethyl-2-thioxo-4H-[1,3]dithiolo[4,5-c]pyran-6,7-dione (4) as a yellow so... The reactants are C(CCCCCCCCCCCCCCC)OCC(O)CO (1-hexadecyl glycerol), C(C1=CC=CC=C1)(C1=CC=CC=C1)(C1=CC=CC=C1)Cl (tritylchloride), C(C)OCC (ethyl ether). Solvent: N1=CC=CC=C1 (pyridine). Conditions: temperature 100 celsius. The product is C(CCCCCCCCCCCCCCC)OCC(O)COC(C1=CC=CC=C1)(C1=CC=CC=C1)C1=CC=CC=C1 (1-hexadecyl-3-trityl glycerol). The yield is 70.0%. Reaction SMILES: [CH2:1]([O:17][CH2:18][CH:19]([CH2:21][OH:22])[OH:20])[CH2:2][CH2:3][CH2:4][CH2:5][CH2:6][CH2:7][CH2:8][CH2:9][CH2:10][CH2:11][CH2:12][CH2:13][CH2:14][CH2:15][CH3:16].[C:23](Cl)([C:36]1[CH:41]=[CH:40][CH:39]=[CH:38][CH:37]=1)([C:30]1[CH:35]=[CH:34][CH:33]=[CH:32][CH:31]=1)[C:24]1[CH:29]=[CH:28][CH:27]=[CH:26][CH:25]=1.C(OCC)C>N1C=CC=CC=1>[CH2:1]([O:17][CH2:18][CH:19]([CH2:21][O:22][C:23]([C:24]1[CH:29]=[CH:28][CH:27]=[CH:26][CH:25]=1)([C:36]1[CH:37]=[CH:38][CH:39]=[CH:40][CH:41]=1)[C:30]1[CH:31]=[CH:32][CH:33]=[CH:34][CH:35]=1)[OH:20])[CH2:2][CH2:3][CH2:4][CH2:5][CH2:6][CH2:7][CH2:8][CH2:9][CH2:10][CH2:11][CH2:12][CH2:13][CH2:14][CH2:15][CH3:16]. Reported procedure: 1-hexadecyl glycerol (105 g, .33mol) and 93 g (0.33 mol) tritylchloride were dissolved in 300 ml of pyridine. The mixture was heated at 100° C. for 16 hours. After cooling to room temperature 1500 ml of ethyl ether was added and the slurry washed 3 times with cold .5N H2SO4, 5% sodium bicarbonate and 2 times with water. The organic phase was dried over MgSO4, the ether removed on a rotary evaporator and the residue recrystallized from ethanol, yielding the intermediate 1-hexadecyl-3-trityl glyce... The reactants are CCC(=O)Oc1c(OC)cc(C)cc1OC, COc1ccc(Cl)c(C)c1C(=O)O, ClCCl, O=P12OP3(=O)OP(=O)(O1)OP(=O)(O2)O3. The product is CCC(=O)Oc1c(OC)cc(C)c(C(=O)c2c(OC)ccc(Cl)c2C)c1OC. RXN SMILES: [CH3:14][O:15][c:16]1[cH:17][c:18]([CH3:29])[cH:19][c:20]([O:27][CH3:28])[c:21]1[O:22][C:23]([CH2:24][CH3:25])=[O:26].[Cl:1][c:2]1[cH:3][cH:4][c:5]([O:12][CH3:13])[c:6]([C:7](=[O:8])[OH:9])[c:10]1[CH3:11].[Cl:44][CH2:45][Cl:46].[O:30]=[P:31]12[O:32][P:33]3(=[O:43])[O:34][P:35](=[O:41])([O:36][P:37](=[O:40])([O:38]3)[O:39]1)[O:42]2>>[Cl:1][c:2]1[cH:3][cH:4][c:5]([O:12][CH3:13])[c:6]([C:7](=[O:9])[c:19]2[c:18]([CH3:29])[cH:17][c:16]([O:15][CH3:14])[c:21]([O:22][C:23]([CH2:24][CH3:25])=[O:26])[c:20]2[O:27][CH3:28])[c:10]1[CH3:11]. Reactants: C(C1=CC=CC=C1)OC=1C=C(C(=C(C1)C)[N+](=O)[O-])C (5-benzyloxy-2-nitro-m-xylene). Reagents/catalysts: [Zn] (Zinc). Solvent: C(C)(=O)O (acetic acid). Yields the product C(C1=CC=CC=C1)OC1=CC(=C(N)C(=C1)C)C (4-benzyloxy-2,6-dimethylaniline). Yield: 90.5%. RXN SMILES: [CH2:1]([O:8][C:9]1[CH:10]=[C:11]([CH3:19])[C:12]([N+:16]([O-])=O)=[C:13]([CH3:15])[CH:14]=1)[C:2]1[CH:7]=[CH:6][CH:5]=[CH:4][CH:3]=1>C(O)(=O)C.[Zn]>[CH2:1]([O:8][C:9]1[CH:14]=[C:13]([CH3:15])[C:12]([NH2:16])=[C:11]([CH3:19])[CH:10]=1)[C:2]1[CH:3]=[CH:4][CH:5]=[CH:6][CH:7]=1. Procedure: Zinc dust is added to a solution of 5-benzyloxy-2-nitro-m-xylene (22.9 g) in 250 ml of glacial acetic acid. The reaction mixture is stirred until the solution is colorless. The reaction mixture is cooled, filtered through celite to remove excess zinc and the filtrate diluted with H2O and cooled with ice. NH3 is added to make the solution slightly alkaline followed by a small amount of sodium hydrosulfite. The product is filtered, dissolved in methylene chloride, dried and concentrated to give 18... Reactants: Cc1cc(=O)[nH]nc1-c1ccc(Br)cc1, CCO, [H][H], [NH4+], [OH-]. The product is Cc1cc(=O)[nH]nc1-c1ccccc1. RXN SMILES: [CH3:1][c:2]1[cH:3][c:4](=[O:15])[nH:5][n:6][c:7]1-[c:8]1[cH:9][cH:10][c:11]([Br:14])[cH:12][cH:13]1.[CH3:20][CH2:21][OH:22].[H:18][H:19].[NH4+:16].[OH-:17]>>[CH3:1][c:2]1[cH:3][c:4](=[O:15])[nH:5][n:6][c:7]1-[c:8]1[cH:9][cH:10][cH:11][cH:12][cH:13]1. Starting materials: ClC=1N=C(C2=C(N1)C=CC(=N2)CN2CCC(CC2)C2COC2)N2CCOCC2 (4-(2-chloro-6-((4-(oxetan-3-yl)piperidin-1-yl)methyl)pyrido[3,2-d]pyrimidin-4-yl)morpholine), [Si](C)(C)(C(C)(C)C)N1C=CC2=C(C(=CC=C12)F)B1OC(C(O1)(C)C)(C)C (1-(tert-butyldimethylsilyl)-5-fluoro-4-(4,4,5,5-tetramethyl-1,3,2-dioxaborolan-2-yl)-1H-indole). Product: FC=1C(=C2C=CNC2=CC1)C=1N=C(C2=C(N1)C=CC(=N2)CN2CCC(CC2)C2COC2)N2CCOCC2 (4-(2-(5-fluoro-1H-indol-4-yl)-6-((4-(oxetan-3-yl)piperidin-1-yl)methyl)pyrido[3,2-d]pyrimidin-4-yl)morpholine). Reaction SMILES: Cl[C:2]1[N:3]=[C:4]([N:23]2[CH2:28][CH2:27][O:26][CH2:25][CH2:24]2)[C:5]2[N:11]=[C:10]([CH2:12][N:13]3[CH2:18][CH2:17][CH:16]([CH:19]4[CH2:22][O:21][CH2:20]4)[CH2:15][CH2:14]3)[CH:9]=[CH:8][C:6]=2[N:7]=1.[Si]([N:36]1[C:44]2[C:39](=[C:40](B3OC(C)(C)C(C)(C)O3)[C:41]([F:45])=[CH:42][CH:43]=2)[CH:38]=[CH:37]1)(C(C)(C)C)(C)C>>[F:45][C:41]1[C:40]([C:2]2[N:3]=[C:4]([N:23]3[CH2:28][CH2:27][O:26][CH2:25][CH2:24]3)[C:5]3[N:11]=[C:10]([CH2:12][N:13]4[CH2:18][CH2:17][CH:16]([CH:19]5[CH2:22][O:21][CH2:20]5)[CH2:15][CH2:14]4)[CH:9]=[CH:8][C:6]=3[N:7]=2)=[C:39]2[C:44](=[CH:43][CH:42]=1)[NH:36][CH:37]=[CH:38]2. Procedure: 4-(2-chloro-6-((4-(oxetan-3-yl)piperidin-1-yl)methyl)pyrido[3,2-d]pyrimidin-4-yl)morpholine (0.11 g) was reacted with 1-(tert-butyldimethylsilyl)-5-fluoro-4-(4,4,5,5-tetramethyl-1,3,2-dioxaborolan-2-yl)-1H-indole via General Procedure A to produce 59.8 mg of 130 following reverse phase HPLC purification. MS (Q1) 503.3 (M)+ The solvent is C(C)(C)O (isopropanol). RXN SMILES: [Cl:1][C:2]1[CH:7]=[CH:6][C:5]([NH:8][NH2:9])=[CH:4][CH:3]=1.CC(C)[O-].[Na+].C([O:17][C:18](=O)[C:19]([CH2:21][N:22]([CH3:24])[CH3:23])=[CH2:20])C.S(=O)(=O)(O)O>C(O)(C)C>[CH3:23][N:22]([CH2:21][CH:19]1[CH2:20][N:8]([C:5]2[CH:6]=[CH:7][C:2]([Cl:1])=[CH:3][CH:4]=2)[NH:9][C:18]1=[O:17])[CH3:24] |f:1.2|. Starting materials: S(O)(O)(=O)=O (Sulphuric acid), ClC1=CC=C(C=C1)NN (p-Chlorphenylhydrazine), CC([O-])C.[Na+] (sodium isopropoxide), C(C)OC(C(=C)CN(C)C)=O (ethyl-2-dimethylaminomethylacrylate). Conditions: temperature 0 celsius, time 20 minute. Reported procedure: p-Chlorphenylhydrazine (14.5g) was added to a solution of sodium isopropoxide (2.3g of sodium) in dry isopropanol (200 ml). The solution was boiled under reflux and ethyl-2-dimethylaminomethylacrylate (15.7g) was added in one portion. After boiling for 20 minutes, the solution was cooled to 0° C in a stoppered flask. Sulphuric acid (125 ml, 2N) was added and the mixture was extracted with ether (3 × 250 ml). The ether extract was discarded and the aqueous solution was adjusted to a pH of 8 with ... Product: CN(C)CC1C(NN(C1)C1=CC=C(C=C1)Cl)=O (4-Dimethylaminomethyl-1-p-chlorphenylpyrazolidin-3-one).